This data is from the Open Reaction Database (ORD), a public repository of structured organic reaction records. The task is: describe an organic reaction: reactants, conditions, products, and yield Reactants: CC=1SC2=C(N1)C=C(C=C2)O (2-methyl-5-benzothiazolol), ClC1=CC(=C(N=N1)C1=CC=CC=C1)C1=CC=C(C=C1)C(F)(F)F (6-chloro-3-phenyl-4-(4-trifluoromethyl-phenyl)-pyridazine), [H-].[Na+] (NaH). Solvent: CN(C)C=O (DMF). Yields the product CC=1SC2=C(N1)C=C(C=C2)OC=2N=NC(=C(C2)C2=CC=C(C=C2)C(F)(F)F)C2=CC=CC=C2 (2-Methyl-5-[6-phenyl-5-(4-trifluoromethyl-phenyl)-pyridazin-3-yloxy]-benzothiazole). RXN SMILES: [CH3:1][C:2]1[S:3][C:4]2[CH:10]=[CH:9][C:8]([OH:11])=[CH:7][C:5]=2[N:6]=1.Cl[C:13]1[N:18]=[N:17][C:16]([C:19]2[CH:24]=[CH:23][CH:22]=[CH:21][CH:20]=2)=[C:15]([C:25]2[CH:30]=[CH:29][C:28]([C:31]([F:34])([F:33])[F:32])=[CH:27][CH:26]=2)[CH:14]=1.[H-].[Na+]>CN(C=O)C>[CH3:1][C:2]1[S:3][C:4]2[CH:10]=[CH:9][C:8]([O:11][C:13]3[N:18]=[N:17][C:16]([C:19]4[CH:20]=[CH:21][CH:22]=[CH:23][CH:24]=4)=[C:15]([C:25]4[CH:26]=[CH:27][C:28]([C:31]([F:32])([F:34])[F:33])=[CH:29][CH:30]=4)[CH:14]=3)=[CH:7][C:5]=2[N:6]=1 |f:2.3|. Reported procedure: The title compound was prepared analogous to the procedure used to prepare Example 45(f), using 2-methyl-5-benzothiazolol (117 mg, 0.7 mmol, Aldrich), 6-chloro-3-phenyl-4-(4-trifluoromethyl-phenyl)-pyridazine, (Example 13(e)), (197 mg, 0.6 mmol) and NaH (37 mg, 0.9 mmol, 60% suspension in mineral oil, Aldrich) in DMF (5 mL). Purification by flash silica gel chromatography with 2M NH3 in MeOH/CH2Cl2 (0:1→1:49) as eluant gave the title compound as a pale-orange amorphous solid. Mp: 208–209° C. MS ... The reactants are C(C=C)(=O)OCC (ethyl acrylate), ClC1=C(C=CC(=C1)Cl)NN (2,4-dichlorophenylhydrazine), [O-]CC.[Na+] (sodium ethoxide), C(C)O (ethanol). The solvent is C1(=CC=CC=C1)C (toluene). Run at time 1 hour. The product is ClC1=C(C=CC(=C1)Cl)N1NC(CC1)=O (1-(2,4-Dichlorophenyl)pyrazolidin-3-one). Reaction SMILES: [C:1]([O:5]CC)(=O)[CH:2]=[CH2:3].[Cl:8][C:9]1[CH:14]=[C:13]([Cl:15])[CH:12]=[CH:11][C:10]=1[NH:16][NH2:17].[O-]CC.[Na+].C(O)C>C1(C)C=CC=CC=1>[Cl:8][C:9]1[CH:14]=[C:13]([Cl:15])[CH:12]=[CH:11][C:10]=1[N:16]1[CH2:3][CH2:2][C:1](=[O:5])[NH:17]1 |f:2.3|. Procedure: 105.0 g (1.05 mol) of ethyl acrylate is added dropwise to a mixture of 37.3 g (211 mmol) of 2,4-dichlorophenylhydrazine, 18.6 g (273 mmol) of sodium ethoxide, 150 ml of ethanol and 150 ml of toluene and the mixture is subsequently stirred for 1 hour. The reaction mixture is evaporated to 100 ml and the residue is taken up in water. The organic phase is separated off and extracted with 5% strength NaOH. The combined aqueous phases are adjusted to a pH of 6.5 and the solid formed is filtered off w...